The task is: describe an organic reaction: reactants, conditions, products, and yield. This data is from the Open Reaction Database (ORD), a public repository of structured organic reaction records. The reactants are Cc1ccccc1, [H][H], O=C(C=Cc1ccc(Cl)cc1)C1(Sc2ccccc2)CC1. Product: O=C(CCc1ccc(Cl)cc1)C1(Sc2ccccc2)CC1. RXN SMILES: [CH3:24][c:25]1[cH:26][cH:27][cH:28][cH:29][cH:30]1.[H:22][H:23].[c:1]1([S:7][C:8]2([C:11](=[O:12])[CH:13]=[CH:14][c:15]3[cH:16][cH:17][c:18]([Cl:21])[cH:19][cH:20]3)[CH2:9][CH2:10]2)[cH:2][cH:3][cH:4][cH:5][cH:6]1>>[c:1]1([S:7][C:8]2([C:11](=[O:12])[CH2:13][CH2:14][c:15]3[cH:16][cH:17][c:18]([Cl:21])[cH:19][cH:20]3)[CH2:9][CH2:10]2)[cH:2][cH:3][cH:4][cH:5][cH:6]1.